describe an organic reaction: reactants, conditions, products, and yield From a dataset of the Open Reaction Database (ORD), a public repository of structured organic reaction records. The reactants are COC=1C=C(C=C(C1)OC)NC(=C(C#N)S(=O)(=O)C)SC (3-(3,5-dimethoxyphenylamino)-2-methanesulfonyl-3-methylsulfany-2-propenenitrile), CC(C(C)(C)C)N (1,2,2-trimethylpropylamine). Yields the product COC=1C=C(C=C(C1)OC)NC(=C(C#N)S(=O)(=O)C)NC(C(C)(C)C)C (3-(3,5-Dimethoxyphenylamino)-2-methanesulfonyl-3-(1,2,2-trimethylpropylamino)-propenenitrile). As a reaction SMILES: [CH3:1][O:2][C:3]1[CH:4]=[C:5]([NH:11][C:12](SC)=[C:13]([S:16]([CH3:19])(=[O:18])=[O:17])[C:14]#[N:15])[CH:6]=[C:7]([O:9][CH3:10])[CH:8]=1.[CH3:22][CH:23]([NH2:28])[C:24]([CH3:27])([CH3:26])[CH3:25]>>[CH3:1][O:2][C:3]1[CH:4]=[C:5]([NH:11][C:12]([NH:28][CH:23]([CH3:22])[C:24]([CH3:27])([CH3:26])[CH3:25])=[C:13]([S:16]([CH3:19])(=[O:18])=[O:17])[C:14]#[N:15])[CH:6]=[C:7]([O:9][CH3:10])[CH:8]=1. Reported procedure: 3-(3,5-dimethoxyphenylamino)-2-methanesulfonyl-3-methylsulfany-2-propenenitrile (0.263 g, 0.8 mmol) was stirred in 1,2,2-trimethylpropylamine (1 ml) for 17 h at 75° C. under nitrogen. Work-up as described in Example 17, 2) gave the title compound as a syrup, 262 mg (86%). 1H NMR (200 MHz, CDCl3): δ=0.85 (s, 9H), 1.01 (d, 3H), 3.12 (s, 3H), 3.26 (m, 1H), 3.78 (s, 6H), 6.25 (d, 2H), 6.35 (t, 1H); EI SP/MS: 381 (M+). Reactants: BrC1=C2CCCN(C2=CC=C1)C(CCl)=O (1-(5-bromo-3,4-dihydroquinolin-1(2H)-yl)-2-chloroethanone), CC1=C(C=CC=C1C)CCO (2-(2,3-dimethylphenyl)ethanol), [H-].[Na+] (sodium hydride). Run in C1CCOC1 (THF), C1CCOC1 (THF), C([O-])(O)=O.[Na+] (sodium bicarbonate). Reaction conditions: time 15 minute. Yields the product BrC1=C2CCCN(C2=CC=C1)C(COCCC1=C(C(=CC=C1)C)C)=O (1-(5-Bromo-3,4-dihydroquinolin-1(2H)-yl)-2-(2,3-dimethylphenethoxy)ethanone). Isolated yield 11.2%. Reaction SMILES: [H-].[Na+].[CH3:3][C:4]1[C:9]([CH3:10])=[CH:8][CH:7]=[CH:6][C:5]=1[CH2:11][CH2:12][OH:13].[Br:14][C:15]1[CH:24]=[CH:23][CH:22]=[C:21]2[C:16]=1[CH2:17][CH2:18][CH2:19][N:20]2[C:25](=[O:28])[CH2:26]Cl>C1COCC1.C(=O)(O)[O-].[Na+]>[Br:14][C:15]1[CH:24]=[CH:23][CH:22]=[C:21]2[C:16]=1[CH2:17][CH2:18][CH2:19][N:20]2[C:25](=[O:28])[CH2:26][O:13][CH2:12][CH2:11][C:5]1[CH:6]=[CH:7][CH:8]=[C:9]([CH3:10])[C:4]=1[CH3:3] |f:0.1,5.6|. Reported procedure: To a suspension of sodium hydride (35.1 mg, 1.46 mmol) in anhydrous THF (3.0 mL) under nitrogen was added 2-(2,3-dimethylphenyl)ethanol (220 mg, 1.46 mmol). The reaction mixture was stirred at room temperature for 15 min and then a solution of 1-(5-bromo-3,4-dihydroquinolin-1(2H)-yl)-2-chloroethanone (352 mg, 1.22 mmol) in anhydrous THF (3.0 mL) was added. The resulting mixture was stirred at room temperature for 18 h. After this time, the reaction mixture was diluted with saturated sodium bicar... Starting materials: CC1(OCC(CO1)(CN1CCCC2=CC(=CC=C12)C#CCCCCCC)NC(OC(C)(C)C)=O)C (tert-Butyl 2,2-dimethyl-5-((6-(oct-1-ynyl)-3,4-dihydroquinolin-1(2H)-yl)methyl)-1,3-dioxan-5-ylcarbamate), C(#CCCCCCC)C=1C=C2CN(CC2=CC1)C(C1=CC=CC=C1)(C1=CC=CC=C1)C1=CC=CC=C1 (5-(oct-1-ynyl)-2-tritylisoindoline). Product: CC1(OCC(CO1)(CN1CCCC2=CC(=CC=C12)CCCCCCCC)NC(OC(C)(C)C)=O)C (tert-Butyl 2,2-dimethyl-5-((6-octyl-3,4-dihydroquinolin-1(2H)-yl)methyl)-1,3-dioxan-5-ylcarbamate). Isolated yield 90.0%. RXN SMILES: [CH3:1][C:2]1([CH3:35])[O:7][CH2:6][C:5]([NH:27][C:28](=[O:34])[O:29][C:30]([CH3:33])([CH3:32])[CH3:31])([CH2:8][N:9]2[C:18]3[C:13](=[CH:14][C:15]([C:19]#[C:20][CH2:21][CH2:22][CH2:23][CH2:24][CH2:25][CH3:26])=[CH:16][CH:17]=3)[CH2:12][CH2:11][CH2:10]2)[CH2:4][O:3]1.C(C1C=C2C(=CC=1)CN(C(C1C=CC=CC=1)(C1C=CC=CC=1)C1C=CC=CC=1)C2)#CCCCCCC>>[CH3:35][C:2]1([CH3:1])[O:3][CH2:4][C:5]([NH:27][C:28](=[O:34])[O:29][C:30]([CH3:33])([CH3:32])[CH3:31])([CH2:8][N:9]2[C:18]3[C:13](=[CH:14][C:15]([CH2:19][CH2:20][CH2:21][CH2:22][CH2:23][CH2:24][CH2:25][CH3:26])=[CH:16][CH:17]=3)[CH2:12][CH2:11][CH2:10]2)[CH2:6][O:7]1. Procedure: When the product of Step C is substituted for 5-(oct-1-ynyl)-2-tritylisoindoline in Example 2, Step E, the identical process afforded the title compound in 90% yield, as a colourless foam. 1H-NMR (CDCl3) 0.86 (tr, 3H, J=6.9 Hz); 1.24 (m, 10H); 1.42 (m, 15H); 1.91 (m, 2H); 2.43 (tr, 2H, J=8 Hz); 2.75 (tr, 2H, J=6.5 Hz); 3.25 (tr, 1H, J=5.5 Hz); 3.64 (s, 2H); 3.8-3.99 (m, 4H); 4.7 (s, 1H); 6.7 (d, 1H, J=8.4 Hz); 6.76 (s, 1H); 6.82 (d, 1H, J=8.4 Hz). The reactants are FC=1C=C(C#N)C=CC1C=O (3-fluoro-4-formylbenzonitrile), [BH4-].[Na+] (sodium borohydride). Solvent: CO (methanol). Reaction conditions: time 20 minute. Product: FC=1C=C(C#N)C=CC1CO (3-fluoro-4-(hydroxymethyl)benzonitrile). Yield: 96.3%. As a reaction SMILES: [F:1][C:2]1[CH:3]=[C:4]([CH:7]=[CH:8][C:9]=1[CH:10]=[O:11])[C:5]#[N:6].[BH4-].[Na+]>CO>[F:1][C:2]1[CH:3]=[C:4]([CH:7]=[CH:8][C:9]=1[CH2:10][OH:11])[C:5]#[N:6] |f:1.2|. Procedure details: To a solution of 3-fluoro-4-formylbenzonitrile (3.6 g, 24.1 mmol) in methanol (40 mL) was added sodium borohydride (0.304 g, 8.04 mmol) slowly at room temperature. After 20 min., the reaction was complete by HPLC and LCMS. The reaction mixture was stirred at room temperature overnight. The reaction was quenched with water (˜5 mL; stirred for 20 min.), and the methanol was removed under reduced pressure. The aqueous residue was diluted with dichloromethane (80 mL), washed with water (50 mL), and ... Reactants: [BH4-], CO, Nc1ccc(C=CC(=O)O)cc1, [Na+]. Yields the product Nc1ccc(C=CCO)cc1. RXN SMILES: [BH4-:1].[CH3:15][OH:16].[NH2:3][c:4]1[cH:5][cH:6][c:7]([CH:8]=[CH:9][C:10](=[O:11])[OH:12])[cH:13][cH:14]1.[Na+:2]>>[NH2:3][c:4]1[cH:5][cH:6][c:7]([CH:8]=[CH:9][CH2:10][OH:11])[cH:13][cH:14]1. Reactants: CS(=O)(=O)[O-] (methanesulfonate), [N-]=[N+]=[N-].[Na+] (sodium azide), [I-].[Na+] (sodium iodide), C1(=CC=CC=C1)[C@H](CO)CC ((R)-(−)-2-phenylbutanol), N1=CC=CC=C1 (pyridine), CS(=O)(=O)OS(=O)(=O)C (methanesulfonic anhydride). Run in O (water), CCOCC (ether), CN(C)C=O (DMF), C(Cl)Cl (CH2Cl2). Conditions: time 5 hour. Product: C1(=CC=CC=C1)[C@H](CN)CC ((R)-(−)-2-phenylbutyl amine). As a reaction SMILES: [C:1]1([C@@H:7]([CH2:10][CH3:11])[CH2:8]O)[CH:6]=[CH:5][CH:4]=[CH:3][CH:2]=1.[N:12]1C=CC=CC=1.CS(OS(C)(=O)=O)(=O)=O.CS([O-])(=O)=O.[N-]=[N+]=[N-].[Na+].[I-].[Na+]>C(Cl)Cl.CN(C=O)C.CCOCC.O>[C:1]1([C@@H:7]([CH2:10][CH3:11])[CH2:8][NH2:12])[CH:6]=[CH:5][CH:4]=[CH:3][CH:2]=1 |f:4.5,6.7|. Procedure details: To a solution of 4.7 gm of (R)-(−)-2-phenylbutanol (31.78 mmol) and 7.6 mL of pyridine (95 mmol) in 40 mL of CH2Cl2 was added 10 gm of methanesulfonic anhydride (64 mmol). After stirring at room temperature for 5 hr, 100 mL of water was added and the mixture was extracted 3 times with ether. The combined organic fractions were washed with 1N HCl, sat. NaHCO3 and sat. NaCl solutions. The organic fractions were dried over MgSO4, filtered through a thin layer of silica and concentrated in vacuo. Th... Reactants: BrC1=CC(=C(C#N)C=C1)OC (4-bromo-2-methoxybenzonitrile), [Li]CCCC (BuLi), [Cl-].[Na+] (sodium chloride), CN(C)C=O (DMF). Solvent: C1CCOC1 (THF). Run at temperature -78 celsius, time 5 minute. Yields the product C(=O)C1=CC(=C(C#N)C=C1)OC (4-formyl-2-methoxybenzonitrile). RXN SMILES: Br[C:2]1[CH:9]=[CH:8][C:5]([C:6]#[N:7])=[C:4]([O:10][CH3:11])[CH:3]=1.[Li]CCCC.CN([CH:20]=[O:21])C.[Cl-].[Na+]>C1COCC1>[CH:20]([C:2]1[CH:9]=[CH:8][C:5]([C:6]#[N:7])=[C:4]([O:10][CH3:11])[CH:3]=1)=[O:21] |f:3.4|. Procedure: To a stirred solution of 4-bromo-2-methoxybenzonitrile (1.0 g, 4.7 mmol) in 30 mL of anhydrous THF was added BuLi (1.6 M, 3.3 mL, 5.2 mmol) dropwise at −78° C. under nitrogen atmosphere. After the addition, the pale red solution was stirred for 5 min at −78° C. and dry DMF (0.6 mL) then added dropwise. After 20 min, the reaction mixture was poured onto a saturated solution of sodium chloride (50 mL). The organic phase was separated, extracted with diethyl ether (100 mL), dried over Na2SO4 and di...